From a dataset of the Open Reaction Database (ORD), a public repository of structured organic reaction records. describe an organic reaction: reactants, conditions, products, and yield The reactants are CC(C)(C)OC(=O)N1CCC(NC(=O)OCc2ccccc2)(C(N)=O)CC1, CC(=O)O, CO. Yields the product CC(C)(C)OC(=O)N1CCC(N)(C(N)=O)CC1. As a reaction SMILES: [CH2:1]([O:2][C:3](=[O:4])[NH:11][C:12]1([C:25]([NH2:26])=[O:27])[CH2:13][CH2:14][N:15]([C:18](=[O:19])[O:20][C:21]([CH3:22])([CH3:23])[CH3:24])[CH2:16][CH2:17]1)[c:5]1[cH:6][cH:7][cH:8][cH:9][cH:10]1.[CH3:28][C:29](=[O:30])[OH:31].[CH3:32][OH:33]>>[NH2:11][C:12]1([C:25]([NH2:26])=[O:27])[CH2:13][CH2:14][N:15]([C:18](=[O:19])[O:20][C:21]([CH3:22])([CH3:23])[CH3:24])[CH2:16][CH2:17]1. Reactants: O=C([O-])[O-], CCCCCNC(=O)Cc1cc(Br)cc2c1OCO2, CCOC(C)=O, CN1CCCC1=O, [Cl-], [K+], [K+], c1c[nH]cn1. The product is CCCCCNC(=O)Cc1cc(-c2ncc[nH]2)cc2c1OCO2. RXN SMILES: [C:6](=[O:7])([O-:8])[O-:9].[CH2:13]([CH2:14][CH2:15][CH2:16][CH3:17])[NH:18][C:19]([CH2:20][c:21]1[c:22]2[c:23]([cH:24][c:25]([Br:27])[cH:26]1)[O:28][CH2:29][O:30]2)=[O:31].[CH3:32][CH2:33][O:34][C:35](=[O:36])[CH3:37].[CH3:38][N:39]1[CH2:40][CH2:41][CH2:42][C:43]1=[O:44].[Cl-:12].[K+:10].[K+:11].[nH:1]1[cH:2][n:3][cH:4][cH:5]1>>[nH:1]1[c:2](-[c:25]2[cH:24][c:23]3[c:22]([c:21]([CH2:20][C:19]([NH:18][CH2:13][CH2:14][CH2:15][CH2:16][CH3:17])=[O:31])[cH:26]2)[O:30][CH2:29][O:28]3)[n:3][cH:4][cH:5]1. The reactants are BrCC=1C=C2C=CC(N(C2=CC1)C)=O (6-bromomethyl-1-methyl-1,2-dihydroquinolin-2-one), C(C=C)C(C(=O)OCC)(CC)C1=CC(=CC=C1)O (ethyl 2-allyl-2-(3-hydroxyphenyl)butyrate). The product is C(C=C)C(C(=O)OCC)(CC)C1=CC(=CC=C1)OCC=1C=C2C=CC(N(C2=CC1)C)=O (ethyl 2-allyl-2-[3-(1-methyl-2-oxo-1,2-dihydroquinolin-6-ylmethoxy)phenyl]butyrate). The yield is 25.0%. Reaction SMILES: Br[CH2:2][C:3]1[CH:4]=[C:5]2[C:10](=[CH:11][CH:12]=1)[N:9]([CH3:13])[C:8](=[O:14])[CH:7]=[CH:6]2.[CH2:15]([C:18]([C:26]1[CH:31]=[CH:30][CH:29]=[C:28]([OH:32])[CH:27]=1)([CH2:24][CH3:25])[C:19]([O:21][CH2:22][CH3:23])=[O:20])[CH:16]=[CH2:17]>>[CH2:15]([C:18]([C:26]1[CH:31]=[CH:30][CH:29]=[C:28]([O:32][CH2:2][C:3]2[CH:4]=[C:5]3[C:10](=[CH:11][CH:12]=2)[N:9]([CH3:13])[C:8](=[O:14])[CH:7]=[CH:6]3)[CH:27]=1)([CH2:24][CH3:25])[C:19]([O:21][CH2:22][CH3:23])=[O:20])[CH:16]=[CH2:17]. Procedure: Using an analogous procedure to that described in Example 1, 6-bromomethyl-1-methyl-1,2-dihydroquinolin-2-one was reacted with ethyl 2-allyl-2-(3-hydroxyphenyl)butyrate to give ethyl 2-allyl-2-[3-(1-methyl-2-oxo-1,2-dihydroquinolin-6-ylmethoxy)phenyl]butyrate in 25% yield as a gum. Starting materials: N[C@@H](C)CO (L-alaninol), C(C1=CC=CC=C1)OC(=O)Cl (benzyloxycarbonyl chloride). Solvent: C(C)N(CC)CC (triethylamine), O1CCCC1 (tetrahydrofuran), C1(=CC=CC=C1)C (toluene). Product: C(C1=CC=CC=C1)OC(=O)N[C@H](CO)C ((S)-2-Benzyloxycarbonylaminopropanol). RXN SMILES: [NH2:1][C@H:2]([CH2:4][OH:5])[CH3:3].[CH2:6]([O:13][C:14](Cl)=[O:15])[C:7]1[CH:12]=[CH:11][CH:10]=[CH:9][CH:8]=1>C1(C)C=CC=CC=1.C(N(CC)CC)C.O1CCCC1>[CH2:6]([O:13][C:14]([NH:1][C@@H:2]([CH3:3])[CH2:4][OH:5])=[O:15])[C:7]1[CH:12]=[CH:11][CH:10]=[CH:9][CH:8]=1. Reported procedure: A procedure similar to that described in Preparation 7 was repeated, except that 14.55 g of L-alaninol, 126 ml of a 30-35% w/v solution of benzyloxycarbonyl chloride in toluene, 29.6 ml of triethylamine and 100 ml of anhydrous tetrahydrofuran were used, to give 8.15 g of the title compound, melting at 79° C. to 80° C. The reactants are Cl (HCl), C(C)(C)(C)[Si](O[C@H]1CC[C@H](CC1)N1C(C(CC1)CC1=C(C=C(C=C1Cl)C=1C=NC=CC1)Cl)=O)(C)C (1-[cis-4-(tert-butyl-dimethyl-silanyloxy)-cyclohexyl]-3-(2,6-dichloro-4-pyridin-3-yl-benzyl)-pyrrolidin-2-one). The solvent is CO (methanol). Conditions: temperature 40 celsius. The product is Cl.ClC1=C(CC2C(N(CC2)[C@@H]2CC[C@@H](CC2)O)=O)C(=CC(=C1)C=1C=NC=CC1)Cl (3-(2,6-Dichloro-4-pyridin-3-yl-benzyl)-1-(cis-4-hydroxy-cyclohexyl)-pyrrolidin-2-one hydrochloride). Yield: 147.4%. RXN SMILES: Cl.C([Si](C)(C)[O:7][C@@H:8]1[CH2:13][CH2:12][C@H:11]([N:14]2[CH2:18][CH2:17][CH:16]([CH2:19][C:20]3[C:25]([Cl:26])=[CH:24][C:23]([C:27]4[CH:28]=[N:29][CH:30]=[CH:31][CH:32]=4)=[CH:22][C:21]=3[Cl:33])[C:15]2=[O:34])[CH2:10][CH2:9]1)(C)(C)C>CO>[ClH:26].[Cl:33][C:21]1[CH:22]=[C:23]([C:27]2[CH:28]=[N:29][CH:30]=[CH:31][CH:32]=2)[CH:24]=[C:25]([Cl:26])[C:20]=1[CH2:19][CH:16]1[CH2:17][CH2:18][N:14]([C@H:11]2[CH2:12][CH2:13][C@@H:8]([OH:7])[CH2:9][CH2:10]2)[C:15]1=[O:34] |f:3.4|. Procedure: Add HCl (0.015 mL) to 1-[cis-4-(tert-butyl-dimethyl-silanyloxy)-cyclohexyl]-3-(2,6-dichloro-4-pyridin-3-yl-benzyl)-pyrrolidin-2-one (Preparation 75) (0.027 G, 0.0506 mmol) in methanol (2 mL) and heat to 40° C. for 1 hour. Concentrate under reduced pressure to give the title compound (0.017 g): mass spectrum (m/z):420(M+1). Reactants: Cl.C(C)(=O)OCC (hydrochloric acid ethyl acetate), C1(CC1)CN(C(OC(C)(C)C)=O)C=1C(=NN2C1C=CC=C2I)SC (tert-butyl N-cyclopropylmethyl-N-[7-iodo-2-(methylsulfanyl)pyrazolo[1,5-a]pyridin-3-yl]carbamate), C([O-])(O)=O.[Na+] (sodium bicarbonate). Run in C(C)(=O)OCC (ethyl acetate). Conditions: time 2 hour. Product: C1(CC1)CNC=1C(=NN2C1C=CC=C2I)SC (N-Cyclopropylmethyl-N-[7-iodo-2-(methylsulfanyl)pyrazolo[1,5-a]pyridin-3-yl]amine). RXN SMILES: [CH:1]1([CH2:4][N:5]([C:13]2[C:14]([S:23][CH3:24])=[N:15][N:16]3[C:21]([I:22])=[CH:20][CH:19]=[CH:18][C:17]=23)C(=O)OC(C)(C)C)[CH2:3][CH2:2]1.Cl.C(OCC)(=O)C.C(=O)(O)[O-].[Na+]>C(OCC)(=O)C>[CH:1]1([CH2:4][NH:5][C:13]2[C:14]([S:23][CH3:24])=[N:15][N:16]3[C:21]([I:22])=[CH:20][CH:19]=[CH:18][C:17]=23)[CH2:2][CH2:3]1 |f:1.2,3.4|. Procedure details: To a solution of the crude tert-butyl N-cyclopropylmethyl-N-[7-iodo-2-(methylsulfanyl)pyrazolo[1,5-a]pyridin-3-yl]carbamate dissolved in ethyl acetate (1 mL) was added 4N hydrochloric acid/ethyl acetate (10 mL), and the reaction mixture was stirred for 2 hours at room temperature. After completion of the reaction, saturated aqueous sodium bicarbonate was added to the reaction mixture while cooling with ice for neutralization. The reaction mixture was extracted with ethyl acetate, and after washi... The reactants are CCOC(=O)C(F)CP(C)(=O)OCC, CCO, [NH4+], [OH-]. The product is CCOP(C)(=O)CC(F)C(N)=O. As a reaction SMILES: [CH2:1]([CH3:2])[O:3][P:4](=[O:5])([CH3:6])[CH2:7][CH:8]([C:9](=[O:10])[O:11][CH2:12][CH3:13])[F:14].[CH3:17][CH2:18][OH:19].[NH4+:15].[OH-:16]>>[CH2:1]([CH3:2])[O:3][P:4](=[O:5])([CH3:6])[CH2:7][CH:8]([C:9](=[O:10])[NH2:15])[F:14]. Starting materials: ClC1=C(C(OCC)=N)C=CC=C1Cl (ethyl 2,3-dichlorobenzimidate), FC(C1=C(C(=O)Cl)C=CC=C1)(F)F (o-trifluoromethyl-benzoyl chloride). Yields the product FC(C1=C(C(=O)N=C(C2=C(C(=CC=C2)Cl)Cl)OCC)C=CC=C1)(F)F (ethyl N-(o-trifluoromethyl-benzoyl)-2,3-dichlorobenzimidate). As a reaction SMILES: [Cl:1][C:2]1[C:12]([Cl:13])=[CH:11][CH:10]=[CH:9][C:3]=1[C:4](=[NH:8])[O:5][CH2:6][CH3:7].[F:14][C:15]([F:26])([F:25])[C:16]1[CH:24]=[CH:23][CH:22]=[CH:21][C:17]=1[C:18](Cl)=[O:19]>>[F:14][C:15]([F:25])([F:26])[C:16]1[CH:24]=[CH:23][CH:22]=[CH:21][C:17]=1[C:18]([N:8]=[C:4]([O:5][CH2:6][CH3:7])[C:3]1[CH:9]=[CH:10][CH:11]=[C:12]([Cl:13])[C:2]=1[Cl:1])=[O:19]. Reported procedure: starting from ethyl 2,3-dichlorobenzimidate and o-trifluoromethyl-benzoyl chloride there is obtained ethyl N-(o-trifluoromethyl-benzoyl)-2,3-dichlorobenzimidate and therefrom with methylhydrazine there is obtained 3-(2,3-dichlorophenyl)-1-methyl-5-(o-trifluoromethyl-phenyl)-1H-1,2,4-triazole, m.p. 86°-88° C.; Reactants: C[Si](C)(C)CCO, CCN=C=NCCCN(C)C, CN(C)c1ccncc1, ClCCl, Cl, O=C(O)Cc1ccc(I)cc1F. The product is C[Si](C)(C)CCOC(=O)Cc1ccc(I)cc1F. Reaction SMILES: [CH3:13][Si:14]([CH2:15][CH2:16][OH:17])([CH3:18])[CH3:19].[CH3:21][N:22]([CH3:23])[CH2:24][CH2:25][CH2:26][N:27]=[C:28]=[N:29][CH2:30][CH3:31].[CH3:35][N:36]([CH3:37])[c:38]1[cH:39][cH:40][n:41][cH:42][cH:43]1.[Cl:32][CH2:33][Cl:34].[ClH:20].[F:1][c:2]1[c:3]([CH2:9][C:10](=[O:11])[OH:12])[cH:4][cH:5][c:6]([I:8])[cH:7]1>>[F:1][c:2]1[c:3]([CH2:9][C:10]([O:11][CH2:16][CH2:15][Si:14]([CH3:13])([CH3:18])[CH3:19])=[O:12])[cH:4][cH:5][c:6]([I:8])[cH:7]1. The reactants are OCCN1C=C(C2=CC=C(C=C12)OC)C=1C(NC(C1C=1C=CC=C2C=CN(C12)C)=O)=O (3-[1-(2-hydroxyethyl)-6-methoxy-1H-indol-3-yl]-4-(1-methyl-1H-indol-7-yl)pyrrole-2,5-dione), C1=CC=C(C=C1)P(C2=CC=CC=C2)C3=CC=CC=C3 (PPh3), C1=CC=C(C=C1)P(C2=CC=CC=C2)C3=CC=CC=C3 (PPh3), C(Br)(Br)(Br)Br (CBr4), C(Br)(Br)(Br)Br (CBr4). Solvent: C(Cl)Cl (CH2Cl2), C1CCOC1 (THF), CCOC(=O)C (EtOAc). Reaction conditions: time 1 hour. Product: EtOAc hexanes, BrCCN1C=C(C2=CC=C(C=C12)OC)C=1C(NC(C1C=1C=CC=C2C=CN(C12)C)=O)=O (3-[1-(2-Bromoethyl)-6-methoxy-1H-indol-3-yl]-4-(1-methyl-1H-indol-7-yl)pyrrole-2,5-dione). Isolated yield 76.8%. As a reaction SMILES: O[CH2:2][CH2:3][N:4]1[C:12]2[C:7](=[CH:8][CH:9]=[C:10]([O:13][CH3:14])[CH:11]=2)[C:6]([C:15]2[C:16](=[O:31])[NH:17][C:18](=[O:30])[C:19]=2[C:20]2[CH:21]=[CH:22][CH:23]=[C:24]3[C:28]=2[N:27]([CH3:29])[CH:26]=[CH:25]3)=[CH:5]1.C1C=CC(P(C2C=CC=CC=2)C2C=CC=CC=2)=CC=1.C(Br)(Br)(Br)[Br:52]>C(Cl)Cl.C1COCC1.CCOC(C)=O>[Br:52][CH2:2][CH2:3][N:4]1[C:12]2[C:7](=[CH:8][CH:9]=[C:10]([O:13][CH3:14])[CH:11]=2)[C:6]([C:15]2[C:16](=[O:31])[NH:17][C:18](=[O:30])[C:19]=2[C:20]2[CH:21]=[CH:22][CH:23]=[C:24]3[C:28]=2[N:27]([CH3:29])[CH:26]=[CH:25]3)=[CH:5]1. Procedure details: To a solution of 3-[1-(2-hydroxyethyl)-6-methoxy-1H-indol-3-yl]-4-(1-methyl-1H-indol-7-yl)pyrrole-2,5-dione (7.3 g, 17.7 mmol) in a mixture of CH2Cl2 (360 mL) and THF (240 mL) was added PPh3 (4.6 g, 17.7 mmol) and CBr4 (5.8 g, 17.7 mmol). The reaction mixture was stirred at room temperature and under nitrogen for 1 h. Another equivalent of PPh3 (4.6 g, 17.7 mmol) was added followed by an equivalent of CBr4 (5.8 g, 17.7 mmol). This operation was repeated one more time after 1 h. The reaction was ...